This data is from the Open Reaction Database (ORD), a public repository of structured organic reaction records. The task is: describe an organic reaction: reactants, conditions, products, and yield Reactants: C(C)(C)(C)[Si](O[SiH](O[Si](C)(C)C(C)(C)C)C)(C)C (1,5-Di(tert-butyl)-1,1,3,5,5-Pentamethyltrisiloxane), CN(C)CC=C (N,N-dimethyl allyl amine). Reagents/catalysts: Karstedt's catalyst. Reaction conditions: temperature 90 celsius. Yields the product C(C)(C)(C)[Si](O[Si](O[Si](C)(C)C(C)(C)C)(C)CCCN(C)C)(C)C (1,5-Di(tert-butyl)-3-(N,N-dimethylaminopropyl)-1,1,3,5,5-Pentamethyltrisiloxane). Reaction SMILES: [C:1]([Si:5]([CH3:18])([CH3:17])[O:6][SiH:7]([CH3:16])[O:8][Si:9]([C:12]([CH3:15])([CH3:14])[CH3:13])([CH3:11])[CH3:10])([CH3:4])([CH3:3])[CH3:2].[CH3:19][N:20]([CH2:22][CH:23]=[CH2:24])[CH3:21]>>[C:1]([Si:5]([CH3:17])([CH3:18])[O:6][Si:7]([CH2:24][CH2:23][CH2:22][N:20]([CH3:21])[CH3:19])([CH3:16])[O:8][Si:9]([C:12]([CH3:15])([CH3:14])[CH3:13])([CH3:11])[CH3:10])([CH3:4])([CH3:3])[CH3:2]. Procedure: 1,5-Di(tert-butyl)-1,1,3,5,5-Pentamethyltrisiloxane and Karstedt's catalyst (30 ppm) were charged to a 100 mL Schlenk flask. The mixture was heated to 90° C. and N,N-dimethyl allyl amine (4.48 g) was added dropwise via syringe over 5 minutes. After complete addition, the reaction temperature was maintained at 90° C. for 3 hrs and the reaction was monitored by 1HNMR spectroscopy. Upon reaction completion, the volatiles were removed at 100° C./0.1 mmHg, and 15.2 g light yellow oil product was obta...